Task: describe an organic reaction: reactants, conditions, products, and yield. Dataset: the Open Reaction Database (ORD), a public repository of structured organic reaction records Product: C1(CCCC1)N(C=1C(=C(C(=O)OC)C=CC1)C=C)C (methyl 3-(cyclopentyl(methyl)amino)-2-vinylbenzoate). Solvent: O1CCOCC1.O (dioxane water). RXN SMILES: Br[C:2]1[C:11]([N:12]([CH:14]2[CH2:18][CH2:17][CH2:16][CH2:15]2)[CH3:13])=[CH:10][CH:9]=[CH:8][C:3]=1[C:4]([O:6][CH3:7])=[O:5].[CH3:19][C:20]1(C)C(C)(C)OB(C=C)O1.C([O-])([O-])=O.[Na+].[Na+]>O1CCOCC1.O.C1C=CC([P]([Pd]([P](C2C=CC=CC=2)(C2C=CC=CC=2)C2C=CC=CC=2)([P](C2C=CC=CC=2)(C2C=CC=CC=2)C2C=CC=CC=2)[P](C2C=CC=CC=2)(C2C=CC=CC=2)C2C=CC=CC=2)(C2C=CC=CC=2)C2C=CC=CC=2)=CC=1>[CH:14]1([N:12]([CH3:13])[C:11]2[C:2]([CH:19]=[CH2:20])=[C:3]([CH:8]=[CH:9][CH:10]=2)[C:4]([O:6][CH3:7])=[O:5])[CH2:18][CH2:17][CH2:16][CH2:15]1 |f:2.3.4,5.6,^1:46,48,67,86|. Procedure details: To a stirred solution of methyl 2-bromo-3-(cyclopentyl(methyl)amino)benzoate (1 equiv.) and 4,4,5,5-tetramethyl-2-vinyl-1,3,2-dioxaborolane (1.2 equiv.) in dioxane/water mixture (5 mL+1 mL), Na2CO3 (3.6 equiv.) was added and solution purged with argon for 15 min. Then, Pd(PPh3)4 (0.1 equiv.) was added and argon purged for 10 min. and the reaction mixture heated at 100° C. for 2 h. On completion, the reaction mixture was diluted with water and extracted with 10% MeOH/DCM. The combined organic lay... Reagents/catalysts: C=1C=CC(=CC1)[P](C=2C=CC=CC2)(C=3C=CC=CC3)[Pd]([P](C=4C=CC=CC4)(C=5C=CC=CC5)C=6C=CC=CC6)([P](C=7C=CC=CC7)(C=8C=CC=CC8)C=9C=CC=CC9)[P](C=1C=CC=CC1)(C=1C=CC=CC1)C=1C=CC=CC1 (Pd(PPh3)4). Starting materials: BrC1=C(C(=O)OC)C=CC=C1N(C)C1CCCC1 (methyl 2-bromo-3-(cyclopentyl(methyl)amino)benzoate), CC1(OB(OC1(C)C)C=C)C (4,4,5,5-tetramethyl-2-vinyl-1,3,2-dioxaborolane), C(=O)([O-])[O-].[Na+].[Na+] (Na2CO3). Reaction conditions: temperature 100 celsius. Reaction SMILES: [CH3:1][c:2]1[cH:3][cH:4][c:5](-[c:8]2[c:9]([C:14](=[O:15])[NH:16][c:17]3[cH:18][cH:19][c:20]([C:21](=[O:22])[N:23]([c:24]4[c:25]([C:30](=[O:31])[O:32][CH2:33][CH3:34])[cH:26][cH:27][cH:28][cH:29]4)[CH3:35])[cH:36][cH:37]3)[cH:10][cH:11][cH:12][cH:13]2)[cH:6][cH:7]1.[CH3:38][CH2:39][OH:40].[Na+:42].[OH-:41]>>[CH3:1][c:2]1[cH:3][cH:4][c:5](-[c:8]2[c:9]([C:14](=[O:15])[NH:16][c:17]3[cH:18][cH:19][c:20]([C:21](=[O:22])[N:23]([c:24]4[c:25]([C:30](=[O:31])[OH:32])[cH:26][cH:27][cH:28][cH:29]4)[CH3:35])[cH:36][cH:37]3)[cH:10][cH:11][cH:12][cH:13]2)[cH:6][cH:7]1. Starting materials: CCOC(=O)c1ccccc1N(C)C(=O)c1ccc(NC(=O)c2ccccc2-c2ccc(C)cc2)cc1, CCO, [Na+], [OH-]. The product is Cc1ccc(-c2ccccc2C(=O)Nc2ccc(C(=O)N(C)c3ccccc3C(=O)O)cc2)cc1. The reactants are COC(=O)CC1=NS(=O)(=O)c2cnccc2N1, CO, [Na+], [OH-], O. The product is [Na+], O=C([O-])CC1=NS(=O)(=O)c2cnccc2N1. Reaction SMILES: [CH3:1][O:2][C:3]([CH2:4][C:5]1=[N:6][S:7](=[O:15])(=[O:16])[c:8]2[c:9]([cH:11][cH:12][n:13][cH:14]2)[NH:10]1)=[O:17].[CH3:20][OH:21].[Na+:19].[OH-:18].[OH2:22]>>[Na+:19].[O:2]=[C:3]([CH2:4][C:5]1=[N:6][S:7](=[O:15])(=[O:16])[c:8]2[c:9]([cH:11][cH:12][n:13][cH:14]2)[NH:10]1)[O-:17]. The reactants are FC1=C(C=C(C=C1)OC)C1=C(C=C(C=C1)C(=O)OC)I (Methyl 2′-fluoro-2-iodo-5′-(methyloxy)-1,1′-biphenyl-4-carboxylate), O1CCOCC1 (1,4-dioxane), TEA, CC1(OBOC1(C)C)C (4,4,5,5-tetramethyl-1,3,2-dioxaborolane). Reagents/catalysts: C1=CC=C(C=C1)P([C-]2C=CC=C2)C3=CC=CC=C3.C1=CC=C(C=C1)P([C-]2C=CC=C2)C3=CC=CC=C3.Cl[Pd]Cl.[Fe+2].C(Cl)Cl (dichloro[1,1′-bis(diphenylphosphino)ferrocene]palladium(II) DCM). Solvent: O (water). Run at temperature 100 celsius, time 8 hour. Yields the product FC1=C(C=C(C=C1)OC)C1=C(C=C(C=C1)C(=O)OC)B1OC(C(O1)(C)C)(C)C (Methyl 2′-fluoro-5′-(methyloxy)-2-(4,4,5,5-tetramethyl-1,3,2-dioxaborolan-2-yl)-1,1′-biphenyl-4-carboxylate). The yield is 52.4%. Reaction SMILES: [F:1][C:2]1[CH:7]=[CH:6][C:5]([O:8][CH3:9])=[CH:4][C:3]=1[C:10]1[CH:15]=[CH:14][C:13]([C:16]([O:18][CH3:19])=[O:17])=[CH:12][C:11]=1I.O1CCOCC1.[CH3:27][C:28]1([CH3:35])[C:32]([CH3:34])([CH3:33])[O:31][BH:30][O:29]1>O.C1C=CC(P(C2C=CC=CC=2)[C-]2C=CC=C2)=CC=1.C1C=CC(P(C2C=CC=CC=2)[C-]2C=CC=C2)=CC=1.Cl[Pd]Cl.[Fe+2].C(Cl)Cl>[F:1][C:2]1[CH:7]=[CH:6][C:5]([O:8][CH3:9])=[CH:4][C:3]=1[C:10]1[CH:15]=[CH:14][C:13]([C:16]([O:18][CH3:19])=[O:17])=[CH:12][C:11]=1[B:30]1[O:31][C:32]([CH3:34])([CH3:33])[C:28]([CH3:35])([CH3:27])[O:29]1 |f:4.5.6.7.8|. Procedure details: A screw-cap vial was charged with 66.15D (2.08 g, 5.39 mmol), 1,4-dioxane (20 mL), and dichloro[1,1′-bis(diphenylphosphino)ferrocene]palladium(II) DCM adduct (available from Strem) (0.220 g, 0.269 mmol). The suspension was sparged with N2, and to it were added TEA (2.25 mL, 16.2 mmol) and 4,4,5,5-tetramethyl-1,3,2-dioxaborolane (available from Aldrich) (1.17 mL, 8.08 mmol). The resulting mixture was stirred overnight at 100° C. (sealed vial), cooled to room temperature, diluted with water, and e... Reactants: CCCCBr, CC(C)(C)[O-], CS(C)=O, CO, O=C(Nc1ccn(Cc2ccc(O)cc2Cl)n1)c1c(F)cccc1F, [K+]. Product: CCCCOc1ccc(Cn2ccc(NC(=O)c3c(F)cccc3F)n2)c(Cl)c1. Reaction SMILES: [Br:32][CH2:33][CH2:34][CH2:35][CH3:36].[CH3:1][C:2]([CH3:3])([O-:4])[CH3:5].[CH3:37][S:38]([CH3:39])=[O:40].[CH3:41][OH:42].[Cl:7][c:8]1[c:9]([CH2:15][n:16]2[n:17][c:18]([NH:21][C:22]([c:23]3[c:24]([F:30])[cH:25][cH:26][cH:27][c:28]3[F:29])=[O:31])[cH:19][cH:20]2)[cH:10][cH:11][c:12]([OH:14])[cH:13]1.[K+:6]>>[Cl:7][c:8]1[c:9]([CH2:15][n:16]2[n:17][c:18]([NH:21][C:22]([c:23]3[c:24]([F:30])[cH:25][cH:26][cH:27][c:28]3[F:29])=[O:31])[cH:19][cH:20]2)[cH:10][cH:11][c:12]([O:14][CH2:33][CH2:34][CH2:35][CH3:36])[cH:13]1. Reactants: O=C([O-])[O-], CCCCOc1nccc2nc(O)c3ccncc3c12, CCOC(C)=O, [Cs+], [Cs+], O=S(=O)(Nc1ccccc1)C(F)(F)F. The product is CCCCOc1nccc2nc(OS(=O)(=O)C(F)(F)F)c3ccncc3c12. Reaction SMILES: [C:21](=[O:22])([O-:23])[O-:24].[CH2:1]([CH2:2][CH2:3][CH3:4])[O:5][c:6]1[c:7]2[c:8]3[c:9]([c:10]([OH:16])[n:11][c:12]2[cH:13][cH:14][n:15]1)[cH:17][cH:18][n:19][cH:20]3.[CH3:41][CH2:42][O:43][C:44](=[O:45])[CH3:46].[Cs+:25].[Cs+:26].[c:27]1([NH:28][S:34](=[O:35])(=[O:36])[C:37]([F:38])([F:39])[F:40])[cH:29][cH:30][cH:31][cH:32][cH:33]1>>[CH2:1]([CH2:2][CH2:3][CH3:4])[O:5][c:6]1[c:7]2[c:8]3[c:9]([c:10]([O:16][S:34](=[O:35])(=[O:36])[C:37]([F:38])([F:39])[F:40])[n:11][c:12]2[cH:13][cH:14][n:15]1)[cH:17][cH:18][n:19][cH:20]3. Starting materials: stainless steel, [H][H] (hydrogen), CC(C)=CCC\C(\C)=C\CO (geraniol), Ru(OAc)2. Run in CO (methanol). Reaction conditions: time 5 hour. Yields the product CC(C)=CCCC(C)CCO (citronellol). Isolated yield 97775.1%. RXN SMILES: [CH3:1][C:2](=[CH:4][CH2:5][CH2:6]/[C:7](=[CH:9]/[CH2:10][OH:11])/[CH3:8])[CH3:3].[H][H]>CO>[CH3:1][C:2](=[CH:4][CH2:5][CH2:6][CH:7]([CH2:9][CH2:10][OH:11])[CH3:8])[CH3:3]. Procedure details: Into a 200-ml stainless steel-made autoclave were placed 16.1 g (0.104 mmole) of geraniol, 17.7 mg (0.0208 mmole) of Ru(OAc)2 ((-)-OcH-BINAP) as obtained in Example 7, and 18 ml of methanol. This mixture was stirred at a hydrogen pressure of 100 kg/cm2 and a temperature of 25° C. for 5 hours. After completion of the reaction, the solvent was removed by evaporation, and the residual crude product was subjected to vacuum distillation using a Claisen distillation flask, thereby obtaining 15.89 g of... Starting materials: ( 13 ), ( 100 ), ( 13 ), ( 10 ), OC(CNC(CC1=CC=C(C=C1)OC)(C)C)COCCC(CCC)CC (N-[2-Hydroxy-3-(2-ethyl)hexanoxypropyl]-1,1-dimethyl-2-(4-methoxyphenyl)-ethylamine), OC(CNC(CC1=CC=C(C=C1)OC)(C)C)COC(C)C (N-(2-Hydroxy-3-isopropoxypropyl)-1,1-dimethyl-2-(4-methoxyphenyl)ethylamine), ( 11 ). The product is OC(CNC(CC1=CC=C(C=C1)OC)(C)C)COC1=CC(=CC=C1)C1=CC=CC=C1 (N-(2-hydroxy-3-(3-phenylphenoxy)propyl)-1,1-dimethyl-2-(-4-methoxyphenyl)ethylamine). As a reaction SMILES: [OH:1][CH:2]([CH2:17][O:18][CH2:19][CH2:20][CH:21]([CH2:25][CH3:26])[CH2:22][CH2:23][CH3:24])[CH2:3][NH:4][C:5]([CH3:16])([CH3:15])[CH2:6][C:7]1[CH:12]=[CH:11][C:10]([O:13][CH3:14])=[CH:9][CH:8]=1.OC(COC(C)C)CN[C:31](C)([CH3:41])[CH2:32][C:33]1C=CC(OC)=CC=1>>[OH:1][CH:2]([CH2:17][O:18][C:19]1[CH:24]=[CH:23][CH:22]=[C:21]([C:25]2[CH:33]=[CH:32][CH:31]=[CH:41][CH:26]=2)[CH:20]=1)[CH2:3][NH:4][C:5]([CH3:16])([CH3:15])[CH2:6][C:7]1[CH:8]=[CH:9][C:10]([O:13][CH3:14])=[CH:11][CH:12]=1. Procedure details: GC/MS (me, 0.1), 284 (100), 121 (28), 285 (27), 152 (13), 70 (13), 71 (11), 153 (10).